Dataset: the Open Reaction Database (ORD), a public repository of structured organic reaction records. Task: describe an organic reaction: reactants, conditions, products, and yield The reactants are CCOC(=O)C=Cc1ccc(NC2CCN(Cc3ccccc3)CC2)nc1, CO, [Na+], [OH-]. Yields the product O=C(O)C=Cc1ccc(NC2CCN(Cc3ccccc3)CC2)nc1. As a reaction SMILES: [CH2:1]([c:2]1[cH:3][cH:4][cH:5][cH:6][cH:7]1)[N:8]1[CH2:9][CH2:10][CH:11]([NH:14][c:15]2[cH:16][cH:17][c:18]([CH:21]=[CH:22][C:23](=[O:24])[O:25][CH2:26][CH3:27])[cH:19][n:20]2)[CH2:12][CH2:13]1.[CH3:30][OH:31].[Na+:29].[OH-:28]>>[CH2:1]([c:2]1[cH:3][cH:4][cH:5][cH:6][cH:7]1)[N:8]1[CH2:9][CH2:10][CH:11]([NH:14][c:15]2[cH:16][cH:17][c:18]([CH:21]=[CH:22][C:23](=[O:24])[OH:25])[cH:19][n:20]2)[CH2:12][CH2:13]1. Reactants: COc1ccc2c(c1)CC(CCN(C)C(=O)OC(C)(C)C)Cn1c-2c(C2CCCCC2)c2ccc(C(=O)O)cc21, ClCCCl, COC(CN(C)S(N)(=O)=O)OC, CN(C)c1ccncc1, CCOC(C)=O, ClCCl. The product is COc1ccc2c(c1)CC(CCN(C)C(=O)OC(C)(C)C)Cn1c-2c(C2CCCCC2)c2ccc(C(=O)NS(=O)(=O)N(C)CC(OC)OC)cc21. As a reaction SMILES: [C:1]([CH3:2])([CH3:3])([CH3:4])[O:5][C:6](=[O:7])[N:8]([CH2:9][CH2:10][CH:11]1[CH2:12][n:13]2[c:14]([c:24]([CH:34]3[CH2:35][CH2:36][CH2:37][CH2:38][CH2:39]3)[c:25]3[cH:26][cH:27][c:28]([C:31](=[O:32])[OH:33])[cH:29][c:30]23)-[c:15]2[c:16]([cH:18][c:19]([O:22][CH3:23])[cH:20][cH:21]2)[CH2:17]1)[CH3:40].[CH2:53]([Cl:54])[CH2:55][Cl:56].[CH3:41][O:42][CH:43]([CH2:44][N:45]([S:46](=[O:47])(=[O:48])[NH2:49])[CH3:50])[O:51][CH3:52].[CH3:60][N:61]([c:62]1[cH:63][cH:64][n:65][cH:66][cH:67]1)[CH3:68].[CH3:69][CH2:70][O:71][C:72]([CH3:73])=[O:74].[Cl:57][CH2:58][Cl:59]>>[C:1]([CH3:2])([CH3:3])([CH3:4])[O:5][C:6](=[O:7])[N:8]([CH2:9][CH2:10][CH:11]1[CH2:12][n:13]2[c:14]([c:24]([CH:34]3[CH2:35][CH2:36][CH2:37][CH2:38][CH2:39]3)[c:25]3[cH:26][cH:27][c:28]([C:31](=[O:32])[NH:49][S:46]([N:45]([CH2:44][CH:43]([O:42][CH3:41])[O:51][CH3:52])[CH3:50])(=[O:47])=[O:48])[cH:29][c:30]23)-[c:15]2[c:16]([cH:18][c:19]([O:22][CH3:23])[cH:20][cH:21]2)[CH2:17]1)[CH3:40]. Starting materials: CC(=O)O, Oc1ccc(F)cc1, O=N[O-], [Na+], O, O=[N+]([O-])O. The product is O=[N+]([O-])c1cc(F)ccc1O. Reaction SMILES: [CH3:9][C:10](=[O:11])[OH:12].[F:1][c:2]1[cH:3][cH:4][c:5]([OH:8])[cH:6][cH:7]1.[N:13](=[O:14])[O-:15].[Na+:16].[OH2:21].[OH:17][N+:18](=[O:19])[O-:20]>>[F:1][c:2]1[cH:3][c:4]([N+:13](=[O:14])[O-:15])[c:5]([OH:8])[cH:6][cH:7]1. Reactants: [BH4-].[Na+] (Sodium borohydride), CO (MeOH), COC(CCCCCCN1C(CCC[C@@H]1\C=C\C(CCCCC)=O)=O)=O (7-[(R)-2-oxo-6-((E)-3-oxo-oct-1-enyl)-piperidin-1-yl]-heptanoic acid methyl ester). The solvent is C(Cl)Cl (CH2Cl2). Conditions: time 1 hour. The product is COC(CCCCCCN1[C@H](CCCC1=O)\C=C\C(CCCCC)O)=O (7-[(R)-2-((E)-3-Hydroxy-oct-1-enyl)-6-oxo-piperidin-1-yl]-heptanoic Acid Methyl Ester). Isolated yield 99.8%. RXN SMILES: [BH4-].[Na+].CO.[CH3:5][O:6][C:7](=[O:30])[CH2:8][CH2:9][CH2:10][CH2:11][CH2:12][CH2:13][N:14]1[C@@H:19](/[CH:20]=[CH:21]/[C:22](=[O:28])[CH2:23][CH2:24][CH2:25][CH2:26][CH3:27])[CH2:18][CH2:17][CH2:16][C:15]1=[O:29]>C(Cl)Cl>[CH3:5][O:6][C:7](=[O:30])[CH2:8][CH2:9][CH2:10][CH2:11][CH2:12][CH2:13][N:14]1[C:15](=[O:29])[CH2:16][CH2:17][CH2:18][C@@H:19]1/[CH:20]=[CH:21]/[CH:22]([OH:28])[CH2:23][CH2:24][CH2:25][CH2:26][CH3:27] |f:0.1|. Procedure details: Sodium borohydride (28 mg, 0.74 mmol), followed by MeOH (0.25 mL), was added to a solution of 7-[(R)-2-oxo-6-((E)-3-oxo-oct-1-enyl)-piperidin-1-yl]-heptanoic acid methyl ester (55 mg, 0.15 mmol) in CH2Cl2 (0.75 mL) at 0° C. The mixture was allowed to warm to rt. After 1 h at rt, the reaction was quenched with aqueous HCl (1.0 M, 2 mL) and extracted with EtOAc (3×10 mL). The combined organic phase was washed with brine (10 mL) then dried (Na2SO4), filtered and concentrated in vacuo to afford 55 m... Starting materials: CON(C(C1=CC=C(C=C1)C(F)(F)F)=O)C (N-methoxy-N-methyl-4-(trifluoromethyl)benzamide), C1(CCCC1)[Mg]Br (cyclopentylmagnesium bromide), N#N (N2), Cl (HCl). Run in C1CCOC1 (THF). Yields the product C1(CCCC1)C(=O)C1=CC=C(C=C1)C(F)(F)F (cyclopentyl[4-(trifluoromethyl)phenyl]methanone). The yield is 84.0%. As a reaction SMILES: CON(C)[C:4](=[O:15])[C:5]1[CH:10]=[CH:9][C:8]([C:11]([F:14])([F:13])[F:12])=[CH:7][CH:6]=1.[CH:17]1([Mg]Br)[CH2:21][CH2:20][CH2:19][CH2:18]1.N#N.Cl>C1COCC1>[CH:17]1([C:4]([C:5]2[CH:10]=[CH:9][C:8]([C:11]([F:14])([F:13])[F:12])=[CH:7][CH:6]=2)=[O:15])[CH2:21][CH2:20][CH2:19][CH2:18]1. Procedure details: To a cold (0° C.) solution of N-methoxy-N-methyl-4-(trifluoromethyl)benzamide (3.44 g, 14.75 mmol) in anhydrous THF (70 mL) was added dropwise over a period of 30 minutes a solution of cyclopentylmagnesium bromide (2 M in diethyl ether, 29.5 mmol, 14.75 mL) under inert atmosphere of N2. The reaction mixture was slowly allowed to warm to rt overnight. An aqueous solution of HCl (1N, 50 mL) was added and the resulting mixture was extracted with diethyl ether (3×50 mL). The combined organic layers ... The reactants are CCc1nc2c(C)cc(C)nc2n1-c1ccc(CCN)cc1, ClCCl, Cc1ccc(S(=O)(=O)N=C=O)cc1. The product is CCc1nc2c(C)cc(C)nc2n1-c1ccc(CCNC(=O)NS(=O)(=O)c2ccc(C)cc2)cc1. RXN SMILES: [CH2:1]([CH3:2])[c:3]1[n:4][c:5]2[c:6]([n:7][c:8]([CH3:12])[cH:9][c:10]2[CH3:11])[n:13]1-[c:14]1[cH:15][cH:16][c:17]([CH2:20][CH2:21][NH2:22])[cH:18][cH:19]1.[Cl:36][CH2:37][Cl:38].[c:23]1([CH3:35])[cH:24][cH:25][c:26]([S:29](=[O:30])(=[O:31])[N:32]=[C:33]=[O:34])[cH:27][cH:28]1>>[CH2:1]([CH3:2])[c:3]1[n:4][c:5]2[c:6]([n:7][c:8]([CH3:12])[cH:9][c:10]2[CH3:11])[n:13]1-[c:14]1[cH:15][cH:16][c:17]([CH2:20][CH2:21][NH:22][C:33]([NH:32][S:29]([c:26]2[cH:25][cH:24][c:23]([CH3:35])[cH:28][cH:27]2)(=[O:30])=[O:31])=[O:34])[cH:18][cH:19]1. Reactants: C(C1=CC=CC=C1)SC1=C(N)C=CC=C1 (2-(benzylthio)aniline), C(C=CC1=CC=CC=C1)(=O)Cl (cinnamoyl chloride), C(C1=CC=CC=C1)SC1=C(C=CC=C1)CC(=O)NC1=CC=CC=C1 (2-(benzylthio)phenylacetanilide), BrCCCCCBr (1,5-dibromopentane). Product: CN(CCCCCN(C(C=CC1=CC=CC=C1)=O)C1=C(C=CC=C1)SCC1=CC=CC=C1)C (N-[5-(Dimethylamino)pentyl]-3-phenyl-N-[2-[(phenylmethyl)thio]phenyl]-2-propenamide). As a reaction SMILES: [CH2:1]([S:8][C:9]1[CH:15]=[CH:14][CH:13]=[CH:12][C:10]=1[NH2:11])[C:2]1[CH:7]=[CH:6][CH:5]=[CH:4][CH:3]=1.[C:16](Cl)(=[O:25])[CH:17]=[CH:18][C:19]1[CH:24]=[CH:23][CH:22]=[CH:21][CH:20]=1.C(SC1C=CC=CC=1C[C:42]([NH:44][C:45]1[CH:50]=[CH:49][CH:48]=[CH:47]C=1)=O)C1C=CC=CC=1.Br[CH2:52]CCCCBr>>[CH3:52][N:44]([CH3:42])[CH2:45][CH2:50][CH2:49][CH2:48][CH2:47][N:11]([C:10]1[CH:12]=[CH:13][CH:14]=[CH:15][C:9]=1[S:8][CH2:1][C:2]1[CH:3]=[CH:4][CH:5]=[CH:6][CH:7]=1)[C:16](=[O:25])[CH:17]=[CH:18][C:19]1[CH:24]=[CH:23][CH:22]=[CH:21][CH:20]=1. Procedure: Following the method described in Example 5 but substituting the product of the reaction of 2-(benzylthio)aniline and cinnamoyl chloride for the 2-(benzylthio)phenylacetanilide and using 1,5-dibromopentane in place of 1,4-dibromobutane, the title compound is obtained. This material was isolated as a pale yellow oil. Starting materials: C#CC(=O)c1cccc(Br)n1, C1CCOC1, C[Mg]Cl. Yields the product C#CC(C)(O)c1cccc(Br)n1. Reaction SMILES: [Br:1][c:2]1[cH:3][cH:4][cH:5][c:6]([C:8]([C:9]#[CH:10])=[O:11])[n:7]1.[CH2:15]1[O:16][CH2:17][CH2:18][CH2:19]1.[CH3:12][Mg:13][Cl:14]>>[Br:1][c:2]1[cH:3][cH:4][cH:5][c:6]([C:8]([C:9]#[CH:10])([OH:11])[CH3:12])[n:7]1. Starting materials: C(CCCC)C1=CC=C(C=C1)CCCN (3-(4-pentylphenyl)propylamine), C(C1=CC=CC=C1)OC1=CC=C(C=C1)C(CCC(C)=O)=O (1-(4-benzyloxyphenyl)-1,4-pentanedione), O.C1(=CC=C(C=C1)S(=O)(=O)O)C (p-toluenesulfonic acid monohydrate). Solvent: C1(=CC=CC=C1)C (toluene). Product: C(C1=CC=CC=C1)OC1=CC=C(C=C1)C=1N(C(=CC1)C)CCCC1=CC=C(C=C1)CCCCC (2-(4-Benzyloxyphenyl)-5-methyl-1-(4-pentylphenylpropyl)-1H-pyrrole). The yield is 75.0%. Reaction SMILES: [CH2:1]([C:6]1[CH:11]=[CH:10][C:9]([CH2:12][CH2:13][CH2:14][NH2:15])=[CH:8][CH:7]=1)[CH2:2][CH2:3][CH2:4][CH3:5].[CH2:16]([O:23][C:24]1[CH:29]=[CH:28][C:27]([C:30](=O)[CH2:31][CH2:32][C:33](=O)[CH3:34])=[CH:26][CH:25]=1)[C:17]1[CH:22]=[CH:21][CH:20]=[CH:19][CH:18]=1.O.C1(C)C=CC(S(O)(=O)=O)=CC=1>C1(C)C=CC=CC=1>[CH2:16]([O:23][C:24]1[CH:25]=[CH:26][C:27]([C:30]2[N:15]([CH2:14][CH2:13][CH2:12][C:9]3[CH:8]=[CH:7][C:6]([CH2:1][CH2:2][CH2:3][CH2:4][CH3:5])=[CH:11][CH:10]=3)[C:33]([CH3:34])=[CH:32][CH:31]=2)=[CH:28][CH:29]=1)[C:17]1[CH:18]=[CH:19][CH:20]=[CH:21][CH:22]=1 |f:2.3|. Procedure details: A solution of 3-(4-pentylphenyl)propylamine (1.8 g, 8.8 mmol) and 1-(4-benzyloxyphenyl)-1,4-pentanedione (2.43 g, 8.7 mmol) and p-toluenesulfonic acid monohydrate (200 mg) in toluene (30 ml) was refluxed for 12 hours under heating and the solvent was removed under reduced pressure. The residue was silica gel chromatography (hexane:ethyl acetate=9:1) to give the object compound as an oily substance. 2.99 g, (yield 75%)